From a dataset of the Open Reaction Database (ORD), a public repository of structured organic reaction records. describe an organic reaction: reactants, conditions, products, and yield The reactants are COC(=O)C(C)Br, O=C([O-])[O-], CC(C)=O, [K+], [K+], c1nnn[nH]1. The product is COC(=O)C(C)n1cnnn1. As a reaction SMILES: [Br:1][CH:2]([C:3](=[O:4])[O:5][CH3:6])[CH3:7].[C:13](=[O:14])([O-:15])[O-:16].[CH3:19][C:20](=[O:21])[CH3:22].[K+:17].[K+:18].[nH:8]1[n:9][n:10][n:11][cH:12]1>>[CH:2]([C:3](=[O:4])[O:5][CH3:6])([CH3:7])[n:8]1[n:9][n:10][n:11][cH:12]1. Run at time 3 hour. Reported procedure: To platinum oxide (1.0 g) was added 100C in ethanol (70 mL) and hydrogen chloride (0.6 ml) under nitrogen. The reaction was placed under hydrogen (40 psi). After 3 h the reaction was half done, the catalyst was filtered and the solvent was removed. Fresh platinum oxide was added (1.0 g) and the reaction was stirred under hydrogen (40 psi) for 2 h. The catalyst was filtered over celite and washed with ethanol. The filtrate was neutralized with diethylamine. The solvent was evaporated and the crud... The reagents and catalysts are [Pt]=O (platinum oxide). Solvent: C(C)O (ethanol), Cl (hydrogen chloride). Product: NC=1C=CC(=C(C1)C1N(CCC1)C(=O)OC(C)(C)C)S(=O)(=O)CC (tert-Butyl 2-(5-amino-2-(ethylsulfonyl)phenyl)pyrrolidine-1-carboxylate). Starting materials: C(C)S(=O)(=O)C1=C(C=C(C=C1)[N+](=O)[O-])C=1N(C=CC1)C(=O)OC(C)(C)C (tert-Butyl 2-(2-(ethylsulfonyl)-5-nitrophenyl)-1H-pyrrole-1-carboxylate). RXN SMILES: [CH2:1]([S:3]([C:6]1[CH:11]=[CH:10][C:9]([N+:12]([O-])=O)=[CH:8][C:7]=1[C:15]1[N:16]([C:20]([O:22][C:23]([CH3:26])([CH3:25])[CH3:24])=[O:21])[CH:17]=[CH:18][CH:19]=1)(=[O:5])=[O:4])[CH3:2]>C(O)C.Cl.[Pt]=O>[NH2:12][C:9]1[CH:10]=[CH:11][C:6]([S:3]([CH2:1][CH3:2])(=[O:5])=[O:4])=[C:7]([CH:15]2[CH2:19][CH2:18][CH2:17][N:16]2[C:20]([O:22][C:23]([CH3:26])([CH3:25])[CH3:24])=[O:21])[CH:8]=1.